This data is from the Open Reaction Database (ORD), a public repository of structured organic reaction records. The task is: describe an organic reaction: reactants, conditions, products, and yield Starting materials: C[S-], N#Cc1cccc(Cl)n1, [Na+], C1CCOC1. Product: CSc1cccc(C#N)n1. As a reaction SMILES: [CH3:10][S-:11].[Cl:1][c:2]1[n:3][c:4]([C:8]#[N:9])[cH:5][cH:6][cH:7]1.[Na+:12].[O:13]1[CH2:14][CH2:15][CH2:16][CH2:17]1>>[c:2]1([S:11][CH3:10])[n:3][c:4]([C:8]#[N:9])[cH:5][cH:6][cH:7]1. Reactants: CNC(O[N+](=O)[O-])=N (1-methyl-2-nitroisourea), Cl.CN (methylamine hydrochloride), Cl (hydrochloric acid), [OH-].[Na+] (sodium hydroxide). Solvent: O (water). Run at time 3 hour. Product: CNC(O[N+](=O)[O-])=NC (1,3-dimethyl-2-nitroisourea). Yield: 59.6%. Reaction SMILES: [CH3:1][NH:2][C:3](=[NH:8])[O:4][N+:5]([O-:7])=[O:6].Cl.[CH3:10]N.[OH-].[Na+].Cl>O>[CH3:1][NH:2][C:3](=[N:8][CH3:10])[O:4][N+:5]([O-:7])=[O:6] |f:1.2,3.4|. Procedure details: To a suspension of 1-methyl-2-nitroisourea (1.5 g) in water (15 ml), methylamine hydrochloride (0.9 g) was added (pH: 3.3). An aqueous sodium hydroxide (1%) was gradually added to maintain the pH of the suspension at 8 at room temperature. After the suspension was stirred for 3 hours at room temperature while maintaining the pH thereof to 8, an aqueous hydrochloric acid (4 M) was added, and then the solution was extracted with ethyl acetate. The organic layer was washed with water and dried over... Starting materials: [H-].[Na+] (NaH), CI (methyl iodide), FC(C1=CC=C(C=C1)[C@@H]1CC[C@H](CC1)CO)(F)F (trans-4-(p-trifluoromethylphenyl)cyclohexylmethyl alcohol). The solvent is C1CCOC1 (THF), C1CCOC1 (THF), C1CCOC1 (THF). Reaction conditions: time 30 minute. Yields the product COC[C@@H]1CC[C@H](CC1)C1=CC=C(C=C1)C(F)(F)F (trans-4-methoxymethyl(p-trifluoromethylphenyl)cyclohexane). As a reaction SMILES: [H-].[Na+].[CH3:3]I.[F:5][C:6]([F:22])([F:21])[C:7]1[CH:12]=[CH:11][C:10]([C@H:13]2[CH2:18][CH2:17][C@H:16]([CH2:19][OH:20])[CH2:15][CH2:14]2)=[CH:9][CH:8]=1>C1COCC1>[CH3:3][O:20][CH2:19][C@H:16]1[CH2:15][CH2:14][C@H:13]([C:10]2[CH:9]=[CH:8][C:7]([C:6]([F:21])([F:22])[F:5])=[CH:12][CH:11]=2)[CH2:18][CH2:17]1 |f:0.1|. Procedure: 60 ml of THF are added under an N2 atmosphere to 100 mmol of NaH in the form of an oil dispersion. The mixture is mixed vigorously and heated to 45°-50° C. 120 mmol of methyl iodide are then added, and 80 mmol of trans-4-(p-trifluoromethylphenyl)cyclohexylmethyl alcohol in 20 ml of THF are subsequently added dropwise over the course of 30 minutes. The reaction mixture is then stirred for 30 minutes at the same temperature, cooled and carefully hydrolysed using aqueous THF. When the vigorous evol... The reactants are CCCCCCCCCc1ccc(-c2ccc(Cl)nn2)cc1, Cc1ccccc1, [H-], [Na+], OCC(OC1CCCCO1)C(F)(F)F. Yields the product CCCCCCCCCc1ccc(-c2ccc(OCC(OC3CCCCO3)C(F)(F)F)nn2)cc1. As a reaction SMILES: [CH2:17]([CH2:18][CH2:19][CH2:20][CH2:21][CH2:22][CH2:23][CH2:24][CH3:25])[c:26]1[cH:27][cH:28][c:29](-[c:32]2[n:33][n:34][c:35]([Cl:38])[cH:36][cH:37]2)[cH:30][cH:31]1.[CH3:39][c:40]1[cH:41][cH:42][cH:43][cH:44][cH:45]1.[H-:1].[Na+:2].[O:3]1[CH:4]([O:9][CH:10]([CH2:11][OH:12])[C:13]([F:14])([F:15])[F:16])[CH2:5][CH2:6][CH2:7][CH2:8]1>>[O:3]1[CH:4]([O:9][CH:10]([CH2:11][O:12][c:35]2[n:34][n:33][c:32](-[c:29]3[cH:28][cH:27][c:26]([CH2:17][CH2:18][CH2:19][CH2:20][CH2:21][CH2:22][CH2:23][CH2:24][CH3:25])[cH:31][cH:30]3)[cH:37][cH:36]2)[C:13]([F:14])([F:15])[F:16])[CH2:5][CH2:6][CH2:7][CH2:8]1. Reactants: FC1=C(C(=CC(=C1)C(C)O)F)C=1SC=C(N1)C(=O)O (2-(2,6-difluoro-4-(1-hydroxyethyl)phenyl)thiazole-4-carboxylic acid), FC=1C=C(C=C(C1)F)[C@H](C)O ((S)-1-(3,5-difluorophenyl)ethanol), FC=1C=C(C=C(C1)F)C(C)O (1-(3,5-difluorophenyl)ethanol), FC=1C=C(C=C(C1B1OC(C(O1)(C)C)(C)C)F)C(C)O (1-(3,5-difluoro-4-(4,4,5,5-tetramethyl-1,3,2-dioxaborolan-2-yl)phenyl)ethanol). The product is FC1=C(C(=CC(=C1)[C@H](C)O)F)C=1SC=C(N1)C(=O)O ((S)-2-(2,6-difluoro-4-(1-hydroxyethyl)phenyl)thiazole-4-carboxylic acid). Reaction SMILES: [F:1][C:2]1[CH:7]=[C:6]([CH:8]([OH:10])[CH3:9])[CH:5]=[C:4]([F:11])[C:3]=1[C:12]1[S:13][CH:14]=[C:15]([C:17]([OH:19])=[O:18])[N:16]=1.FC1C=C(C(O)C)C=C(F)C=1.FC1C=C(C(O)C)C=C(F)C=1B1OC(C)(C)C(C)(C)O1.FC1C=C([C@@H](O)C)C=C(F)C=1>>[F:1][C:2]1[CH:7]=[C:6]([C@@H:8]([OH:10])[CH3:9])[CH:5]=[C:4]([F:11])[C:3]=1[C:12]1[S:13][CH:14]=[C:15]([C:17]([OH:19])=[O:18])[N:16]=1. Procedure: Following the procedure of Intermediate 109, replacing 1-(3,5-difluorophenyl)ethanol in step 1 (Intermediate 106) with (S)-1-(3,5-difluorophenyl)ethanol (commercial source). Starting materials: C(C)(C)(C)OC(=O)N[C@H](CC(C)C)C(=O)O (N-(tert-Butoxycarbonyl)-D-leucine), Cl.N[C@@H](CCC)C(=O)OC (methyl L-norvalinate hydrochloride). Yields the product C(C)(C)(C)OC(=O)N[C@H](CC(C)C)C(=O)N[C@@H](CCC)C(=O)OC (Methyl N-(tert-butoxycarbonyl)-D-leucyl-L-norvalinate). Reaction SMILES: [C:1]([O:5][C:6]([NH:8][C@@H:9]([C:14]([OH:16])=O)[CH2:10][CH:11]([CH3:13])[CH3:12])=[O:7])([CH3:4])([CH3:3])[CH3:2].Cl.[NH2:18][C@H:19]([C:23]([O:25][CH3:26])=[O:24])[CH2:20][CH2:21][CH3:22]>>[C:1]([O:5][C:6]([NH:8][C@@H:9]([C:14]([NH:18][C@H:19]([C:23]([O:25][CH3:26])=[O:24])[CH2:20][CH2:21][CH3:22])=[O:16])[CH2:10][CH:11]([CH3:12])[CH3:13])=[O:7])([CH3:2])([CH3:3])[CH3:4] |f:1.2|. Procedure: N-(tert-Butoxycarbonyl)-D-leucine (1000 mg, 4.32 mmol) and methyl L-norvalinate hydrochloride (1090 mg, 6.49 mmol) are reacted by general procedure 6. The crude product is purified by workup method 1. The product is obtained in quantitative yield.